This data is from the Open Reaction Database (ORD), a public repository of structured organic reaction records. The task is: describe an organic reaction: reactants, conditions, products, and yield The reactants are C(C1=CC=CC=C1)O[C@@H]([C@@H](CO)O)C ((2R,3R)-3-(benzyloxy)butane-1,2-diol), C(C1=CC=CC=C1)O[C@@H]([C@@H](CO)O)C ((2R,3R)-3-(Benzyloxy)butane-1,2-diol), O.C1(=CC=C(C=C1)S(=O)(=O)O)C (p-toluene sulfonic acid monohydrate), COC(C)(C)OC (2,2-dimethoxypropane), S(=O)(=O)([O-])[O-].[Na+].[Na+] (sodium sulfate). Solvent: CCOC(=O)C (EtOAc), C([O-])(O)=O.[Na+] (sodium bicarbonate), C1(=CC=CC=C1)C (toluene). Reaction conditions: time 2.5 hour. Yields the product C(C1=CC=CC=C1)O[C@H](C)[C@@H]1OC(OC1)(C)C ((4R)-4-[(1R)-1-(Benzyloxy)ethyl]-2,2-dimethyl-1,3-dioxolane). RXN SMILES: [CH2:1]([O:8][C@H:9]([CH3:14])[C@H:10]([OH:13])[CH2:11][OH:12])[C:2]1[CH:7]=[CH:6][CH:5]=[CH:4][CH:3]=1.O.[C:16]1(C)[CH:21]=CC(S(O)(=O)=O)=C[CH:17]=1.COC(OC)(C)C.S([O-])([O-])(=O)=O.[Na+].[Na+]>C1(C)C=CC=CC=1.CCOC(C)=O.C(=O)(O)[O-].[Na+]>[CH2:1]([O:8][C@@H:9]([C@H:10]1[CH2:11][O:12][C:16]([CH3:21])([CH3:17])[O:13]1)[CH3:14])[C:2]1[CH:7]=[CH:6][CH:5]=[CH:4][CH:3]=1 |f:1.2,4.5.6,9.10|. Procedure: A stirred solution of (2R,3R)-3-(benzyloxy)butane-1,2-diol (the product of step ii) (0.68 g), p-toluene sulfonic acid monohydrate (34 mg) and 2,2-dimethoxypropane (0.43 mL) in toluene (10 mL) was heated to reflux for 30 min, then anhydrous sodium sulfate was added and reflux continued for 2.5 h. The reaction mixture was allowed to cool and diluted with EtOAc and saturated aqueous sodium bicarbonate and the layers separated. The organic extract was washed with brine, dried (MgSO4), filtered and e...